Task: describe an organic reaction: reactants, conditions, products, and yield. Dataset: the Open Reaction Database (ORD), a public repository of structured organic reaction records Reactants: P(=O)(OCC)(OCC)C#N (diethyl cyanophosphate), C[Si](C)(C)[N-][Si](C)(C)C.[Na+] (sodium bis(trimethylsilyl)amide), C(C)(C)(C)OC(NC1CCCC2=CC(=CC=C12)C=O)=O ((6-formyl-1,2,3,4-tetrahydro-naphthalen-1-yl)-carbamic acid tert-butyl ester). The solvent is C1CCOC1 (THF), C1CCOC1 (THF). Run at temperature -78 celsius, time 30 minute. The product is C(C)(C)(C)OC(NC1CCCC2=CC(=CC=C12)C=CC#N)=O ([6-(2-cyano-vinyl)-1,2,3,4-tetrahydro-naphthalen-1-yl]-carbamic acid tert-butyl Ester). Reaction SMILES: P([C:9]#[N:10])(OCC)(OCC)=O.[CH3:11][Si]([N-][Si](C)(C)C)(C)C.[Na+].[C:21]([O:25][C:26](=[O:40])[NH:27][CH:28]1[C:37]2[C:32](=[CH:33][C:34]([CH:38]=O)=[CH:35][CH:36]=2)[CH2:31][CH2:30][CH2:29]1)([CH3:24])([CH3:23])[CH3:22]>C1COCC1>[C:21]([O:25][C:26](=[O:40])[NH:27][CH:28]1[C:37]2[C:32](=[CH:33][C:34]([CH:38]=[CH:11][C:9]#[N:10])=[CH:35][CH:36]=2)[CH2:31][CH2:30][CH2:29]1)([CH3:24])([CH3:23])[CH3:22] |f:1.2|. Reported procedure: To a solution of diethyl cyanophosphate (6.62 g, 37.36 mmol) in dry THF (25 mL) at 0° C. was added sodium bis(trimethylsilyl)amide (32 mL, 32.03 mmol) dropwise via the addition funnel. The temp. was kept between 0° C. to 5° C. for 30 min. The resulting mixture was then cooled to −78° C. followed by adding (6-formyl-1,2,3,4-tetrahydro-naphthalen-1-yl)-carbamic acid tert-butyl ester (2.94 g, 10.67 mmol) in THF (40 mL) dropwise via the addition funnel. After the addition, it was stirred for 18 h an... Starting materials: C(C)(=O)OC(=C)C (isopropenyl acetate), N(=O)OC(C)(C)C (tert-butyl nitrite), cupric sulfate pentahydrate, ClC1=C(N)C(=CC(=C1)Cl)Cl (2,4,6-trichloroaniline). Solvent: CC(=O)C (acetone), CC(=O)C (acetone), C(C)(=O)OCC (ethyl acetate). Reaction conditions: time 15 minute. Product: ClC1=C(C(=CC(=C1)Cl)Cl)CC(C)=O (1-(2,4,6-trichloro-phenyl)-propan-2-one). Yield: 103.2%. As a reaction SMILES: C([O:4][C:5]([CH3:7])=[CH2:6])(=O)C.N(OC(C)(C)C)=O.[Cl:15][C:16]1[CH:22]=[C:21]([Cl:23])[CH:20]=[C:19]([Cl:24])[C:17]=1N>CC(C)=O.C(OCC)(=O)C>[Cl:15][C:16]1[CH:22]=[C:21]([Cl:23])[CH:20]=[C:19]([Cl:24])[C:17]=1[CH2:4][C:5](=[O:6])[CH3:7]. Reported procedure: In a 1.5 l sulfonation flask equipped with mechanical stirring, cooling funnel, dropping funnel and thermometer under nitrogen at ambient temperature filled with acetone (240 ml), were added isopropenyl acetate (66 ml, 0.60 mol), tert-butyl nitrite (40 ml, 0.30 mol) and cupric sulfate pentahydrate (2.5 g, 0.001 mol). The resulting light green-blue suspension is stirred for 15 min at ambient temperature. A solution of 2,4,6-trichloroaniline (40 g, 0.20 mol), dissolved in acetone (320 ml) was adde... Starting materials: [BH4-], CO, CC(=O)c1cccc([N+](=O)[O-])c1C, [Na+], O. Yields the product Cc1c(C(C)O)cccc1[N+](=O)[O-]. RXN SMILES: [BH4-:1].[CH3:16][OH:17].[CH3:3][c:4]1[c:5]([C:13]([CH3:14])=[O:15])[cH:6][cH:7][cH:8][c:9]1[N+:10](=[O:11])[O-:12].[Na+:2].[OH2:18]>>[CH3:3][c:4]1[c:5]([CH:13]([CH3:14])[OH:15])[cH:6][cH:7][cH:8][c:9]1[N+:10](=[O:11])[O-:12]. The reactants are C(C)OC(CC1=CC(=CC=C1)COC1=CC=C(C=C1)I)=O ([3-(4-iodo-phenoxymethyl) -phenyl]-acetic acid ethyl ester), C(C)OC(CC1=CC(=CC=C1)COC1=CC=C(C=C1)I)=O ([3-(4-iodo-phenoxymethyl) -phenyl]-acetic acid ethyl ester), OCC=1C=C(C=CC1)B(O)O (3-(hydroxymethyl)phenylboronic acid). Product: OCC=1C=C(C=CC1)C1=CC=C(C=C1)OCC=1C=C(C=CC1)CC(=O)O ([3-(3′-Hydroxymethyl-biphenyl-4-yloxymethyl)-phenyl]-acetic acid). RXN SMILES: C([O:3][C:4](=[O:21])[CH2:5][C:6]1[CH:11]=[CH:10][CH:9]=[C:8]([CH2:12][O:13][C:14]2[CH:19]=[CH:18][C:17](I)=[CH:16][CH:15]=2)[CH:7]=1)C.[OH:22][CH2:23][C:24]1[CH:25]=[C:26](B(O)O)[CH:27]=[CH:28][CH:29]=1>>[OH:22][CH2:23][C:24]1[CH:29]=[C:28]([C:17]2[CH:16]=[CH:15][C:14]([O:13][CH2:12][C:8]3[CH:7]=[C:6]([CH2:5][C:4]([OH:3])=[O:21])[CH:11]=[CH:10][CH:9]=3)=[CH:19][CH:18]=2)[CH:27]=[CH:26][CH:25]=1. Procedure: [3-(3′-Hydroxymethyl-biphenyl-4-yloxymethyl)-phenyl]-acetic acid was prepared using general procedure 5 from [3-(4-iodo-phenoxymethyl)-phenyl]-acetic acid ethyl ester (of intermediate 4) and 3-(hydroxymethyl)phenylboronic acid (available from Aldrich Chemical Company, Inc., Milwaukee, Wis.). Mass spectrum MH+=349. Procedure: 0.1 ml of bromine was added dropwise to a solution of 0.47 g of 7-benzoyloxy-1-indanone in tetrahydrofuran (10 ml) at room temperature, and the mixture was stirred for 30 minutes. To 7-benzoyloxy-2-bromo-1-indanone obtained by evaporation of the solvent was added 15 ml of 2-propanol and 0.33 g of 4-imidazolylthioacetamide hydrochloride, followed by 2.5 hours of heating under reflux. After cooling and evaporation of the solvent, the residue was mixed with ethyl acetate, and extracted with 1N hydr... Conditions: time 30 minute. Reaction SMILES: [Br:1]Br.[C:3]([O:11][C:12]1[CH:13]=[CH:14][CH:15]=[C:16]2[C:20]=1[C:19](=[O:21])[CH2:18][CH2:17]2)(=[O:10])[C:4]1[CH:9]=[CH:8][CH:7]=[CH:6][CH:5]=1>O1CCCC1>[C:3]([O:11][C:12]1[CH:13]=[CH:14][CH:15]=[C:16]2[C:20]=1[C:19](=[O:21])[CH:18]([Br:1])[CH2:17]2)(=[O:10])[C:4]1[CH:5]=[CH:6][CH:7]=[CH:8][CH:9]=1. Solvent: O1CCCC1 (tetrahydrofuran). Product: C(C1=CC=CC=C1)(=O)OC=1C=CC=C2CC(C(C12)=O)Br (7-benzoyloxy-2-bromo-1-indanone). Reactants: BrBr (bromine), C(C1=CC=CC=C1)(=O)OC=1C=CC=C2CCC(C12)=O (7-benzoyloxy-1-indanone). Reactants: CCC(=CCCl)c1cccc([N+](=O)[O-])c1, ClCCl, CCOC(=O)C=[N+]=[N-], [Rh]. Product: CCOC(=O)C1C(CCl)C1(CC)c1cccc([N+](=O)[O-])c1. RXN SMILES: [Cl:1][CH2:2][CH:3]=[C:4]([CH2:5][CH3:6])[c:7]1[cH:8][c:9]([N+:13](=[O:14])[O-:15])[cH:10][cH:11][cH:12]1.[Cl:24][CH2:25][Cl:26].[N+:16](=[N-:17])=[CH:18][C:19](=[O:20])[O:21][CH2:22][CH3:23].[Rh:27]>>[Cl:1][CH2:2][CH:3]1[C:4]([CH2:5][CH3:6])([c:7]2[cH:8][c:9]([N+:13](=[O:14])[O-:15])[cH:10][cH:11][cH:12]2)[CH:18]1[C:19](=[O:20])[O:21][CH2:22][CH3:23]. Starting materials: O (water), CS(=O)(=O)C(C)(C)C=1C=C2C=CC=NC2=C(C1)C1=CC(=CC=C1)C1=NC(=CC=C1)SC (6-(1-Methanesulfonyl-1-methyl-ethyl)-8-[3-(6-methylsulfanyl-pyridin-2-yl)-phenyl]-quinoline), CO (MeOH), C(=O)(O)[O-].[Na+] (NaHCO3), OOS(=O)[O-].[K+] (Oxone). Run in C1CCOC1 (THF). Reaction conditions: time 12 hour. Product: CS(=O)(=O)C(C)(C)C=1C=C2C=CC=NC2=C(C1)C1=CC(=CC=C1)C1=NC(=CC=C1)S(=O)(=O)C (6-(1-Methanesulfonyl-1-methyl-ethyl)-8-[3-(6-methanesulfonyl-pyridin-2-yl)-phenyl]-quinoline). Reaction SMILES: [CH3:1][S:2]([C:5]([C:8]1[CH:9]=[C:10]2[C:15](=[C:16]([C:18]3[CH:23]=[CH:22][CH:21]=[C:20]([C:24]4[CH:29]=[CH:28][CH:27]=[C:26](SC)[N:25]=4)[CH:19]=3)[CH:17]=1)[N:14]=[CH:13][CH:12]=[CH:11]2)([CH3:7])[CH3:6])(=O)=[O:3].CO.[C:34]([O-])(O)=O.[Na+].O[O:40][S:41]([O-:43])=O.[K+].[OH2:45]>C1COCC1>[CH3:1][S:2]([C:5]([C:8]1[CH:9]=[C:10]2[C:15](=[C:16]([C:18]3[CH:23]=[CH:22][CH:21]=[C:20]([C:24]4[CH:29]=[CH:28][CH:27]=[C:26]([S:41]([CH3:34])(=[O:43])=[O:40])[N:25]=4)[CH:19]=3)[CH:17]=1)[N:14]=[CH:13][CH:12]=[CH:11]2)([CH3:7])[CH3:6])(=[O:3])=[O:45] |f:2.3,4.5|. Procedure: To a solution of 6-(1-methanesulfonyl-1-methyl-ethyl)-8-[3-(6-methylsulfanyl-pyridin-2-yl)-phenyl]-quinoline from Step 2 (1.0 eq.) in THF:MeOH: saturated aqueous NaHCO3 (2:1:1) was added Oxone (2.2 eq.). The mixture was stirred for 12 h at rt, poured in water and extracted with EtOAc (2×). The combined organic extracts were washed with brine, dried over Na2SO4, filtered and concentrated. Flash chromatography (Tol:Ace; 4:1) afforded the title compound as a white solid. 1H NMR (500 MHz, acetone-d6... Starting materials: O=C([O-])[O-], COc1ccc(-c2oc3cc(OC)ccc3c2C(=O)c2ccc(O)cc2)cc1, CN(C)C=O, CC(C)N(CCCl)C(C)C, [K+], [K+]. Product: COc1ccc(-c2oc3cc(OC)ccc3c2C(=O)c2ccc(OCCN(C(C)C)C(C)C)cc2)cc1. As a reaction SMILES: [C:39](=[O:40])([O-:41])[O-:42].[CH3:1][O:2][c:3]1[cH:4][cH:5][c:6](-[c:9]2[o:10][c:11]3[c:12]([c:13]2[C:14]([c:15]2[cH:16][cH:17][c:18]([OH:21])[cH:19][cH:20]2)=[O:22])[cH:23][cH:24][c:25]([O:27][CH3:28])[cH:26]3)[cH:7][cH:8]1.[CH3:45][N:46]([CH3:47])[CH:48]=[O:49].[CH:29]([CH3:30])([CH3:31])[N:32]([CH:33]([CH3:34])[CH3:35])[CH2:36][CH2:37][Cl:38].[K+:43].[K+:44]>>[CH3:1][O:2][c:3]1[cH:4][cH:5][c:6](-[c:9]2[o:10][c:11]3[c:12]([c:13]2[C:14]([c:15]2[cH:16][cH:17][c:18]([O:21][CH2:37][CH2:36][N:32]([CH:29]([CH3:30])[CH3:31])[CH:33]([CH3:34])[CH3:35])[cH:19][cH:20]2)=[O:22])[cH:23][cH:24][c:25]([O:27][CH3:28])[cH:26]3)[cH:7][cH:8]1. Reactants: ClC1=CC=C(C=C1)C(CC1=CC=NC=C1)C=1C=C(C=CC1)C=1C=C(C=C2C=CC=NC12)C(C)C (8-{3-[1-(4-chloro-phenyl)-2-pyridin-4-yl-ethyl]-phenyl}-6-isopropyl-quinoline), C1=CC=C(C(=C1)C(=O)[O-])C(=O)O[O-].[Mg+2] (MMPP). Solvent: C([O-])(O)=O.[Na+] (sodium bicarbonate), C(C)(=O)OCC (ethyl acetate), C(Cl)Cl.CO (CH2Cl2 MeOH). Run at time 18 hour. The product is CC(C)C1=CC(=C2C(=C1)C=CC=N2)C3=CC(=CC=C3)C(CC4=CC=[N+](C=C4)[O-])C5=CC=C(C=C5)Cl (8-{3-[1-(4-Chloro-phenyl)-2-(1-oxy-pyridin-4-yl)-ethyl]-phenyl}-6-isopropyl-quinoline). RXN SMILES: [Cl:1][C:2]1[CH:7]=[CH:6][C:5]([CH:8]([C:16]2[CH:17]=[C:18]([C:22]3[CH:23]=[C:24]([CH:32]([CH3:34])[CH3:33])[CH:25]=[C:26]4[C:31]=3[N:30]=[CH:29][CH:28]=[CH:27]4)[CH:19]=[CH:20][CH:21]=2)[CH2:9][C:10]2[CH:15]=[CH:14][N:13]=[CH:12][CH:11]=2)=[CH:4][CH:3]=1.C1C=C(C([O-])=[O:42])C(C(O[O-])=O)=CC=1.[Mg+2]>C(Cl)Cl.CO.C(=O)(O)[O-].[Na+].C(OCC)(=O)C>[CH3:33][CH:32]([C:24]1[CH:25]=[C:26]2[CH:27]=[CH:28][CH:29]=[N:30][C:31]2=[C:22]([C:18]2[CH:19]=[CH:20][CH:21]=[C:16]([CH:8]([C:5]3[CH:6]=[CH:7][C:2]([Cl:1])=[CH:3][CH:4]=3)[CH2:9][C:10]3[CH:11]=[CH:12][N+:13]([O-:42])=[CH:14][CH:15]=3)[CH:17]=2)[CH:23]=1)[CH3:34] |f:1.2,3.4,5.6|. Procedure: To a solution of Example 60 (100 mg, 0.22 mmol) in CH2Cl2/MeOH (1:1, 6 mL) was added MMPP (320 mg, 0.65 mmol). After 18 h, the resulting reaction mixture was diluted with a sodium bicarbonate solution and ethyl acetate. The organic extracts were washed (H2O, brine), dried (MgSO4), filtered and concentrated. Purification by flash chromatography (eluting with ethanol/ethyl acetate, 10:90 to 25:75) provided the title compound. Reactants: ( E )-, CC1(COC(OC1)C1=C(/C(=N/[H])/NO)C=C(C(=C1)OC)OC)C ((Z)-2-(5,5-dimethyl-[1,3]dioxan-2-yl)-N-hydroxy-4,5-dimethoxy-benzamidine), C1CCC2=NCCCN2CC1 (DBU), C(C)(=O)OC(C)=O (acetic anhydride). Solvent: CN(C)C=O (DMF). Conditions: time 1 hour. Yields the product CC1(COC(OC1)C1=C(C=C(C(=C1)OC)OC)C1=NOC(=N1)C)C (3-[2-(5,5-dimethyl-[1,3]dioxan-2-yl)-4,5-dimethoxy-phenyl]-5-methyl-[1,2,4]oxadiazole). RXN SMILES: [CH3:1][C:2]1([CH3:23])[CH2:7][O:6][CH:5]([C:8]2[CH:18]=[C:17]([O:19][CH3:20])[C:16]([O:21][CH3:22])=[CH:15][C:9]=2/[C:10](/[NH:13][OH:14])=[N:11]/[H])[O:4][CH2:3]1.[CH2:24]1CCN2C(=NCCC2)C[CH2:25]1.C(OC(=O)C)(=O)C>CN(C=O)C>[CH3:1][C:2]1([CH3:23])[CH2:7][O:6][CH:5]([C:8]2[CH:18]=[C:17]([O:19][CH3:20])[C:16]([O:21][CH3:22])=[CH:15][C:9]=2[C:10]2[N:11]=[C:24]([CH3:25])[O:14][N:13]=2)[O:4][CH2:3]1. Reported procedure: A mixture of 1.34 g of (E)- and/or (Z)-2-(5,5-dimethyl-[1,3]dioxan-2-yl)-N-hydroxy-4,5-dimethoxy-benzamidine, 1.20 ml of DBU and 0.61 ml of acetic anhydride in 50 ml of DMF was stirred for 1 hr. at room temperature and subsequently for 2 hrs. at 80° C. Subsequently, the DMF was removed in a vacuum and the residue was taken up in ethyl acetate. The ethyl acetate phase was washed with water and saturated NaCl solution and, after removal of the solvent, the residue was purified by column chromatogr...